From a dataset of the Open Reaction Database (ORD), a public repository of structured organic reaction records. describe an organic reaction: reactants, conditions, products, and yield Starting materials: B, CCOC(=O)CC(=O)c1ccc(OC(C)=O)cc1, CCOCC, Cl, N. Product: CCOC(=O)CC(O)c1ccc(OC(C)=O)cc1. RXN SMILES: [BH3:19].[C:1]([CH3:2])(=[O:3])[O:4][c:5]1[cH:6][cH:7][c:8]([C:9](=[O:10])[CH2:11][C:12](=[O:13])[O:14][CH2:15][CH3:16])[cH:17][cH:18]1.[CH3:22][CH2:23][O:24][CH2:25][CH3:26].[ClH:21].[NH3:20]>>[C:1]([CH3:2])(=[O:3])[O:4][c:5]1[cH:6][cH:7][c:8]([CH:9]([OH:10])[CH2:11][C:12](=[O:13])[O:14][CH2:15][CH3:16])[cH:17][cH:18]1.